From a dataset of the Open Reaction Database (ORD), a public repository of structured organic reaction records. describe an organic reaction: reactants, conditions, products, and yield Reactants: BrC1=C(N(C(=N1)C1=CC(=CC=C1)OC(F)(F)F)C)CO ([5-bromo-3-methyl-2-(3-trifluoromethoxy-phenyl)-3H-imidazol-4-yl]-methanol). Reagents/catalysts: [O-2].[Mn+4].[O-2] (manganese(IV) oxide). Solvent: CCOC(=O)C (EtOAc). Reaction conditions: temperature 50 celsius, time 5 hour. Yields the product BrC1=C(N(C(=N1)C1=CC(=CC=C1)OC(F)(F)F)C)C=O (5-Bromo-3-methyl-2-(3-trifluoromethoxy-phenyl)-3H-imidazole-4-carbaldehyde). RXN SMILES: [Br:1][C:2]1[N:6]=[C:5]([C:7]2[CH:12]=[CH:11][CH:10]=[C:9]([O:13][C:14]([F:17])([F:16])[F:15])[CH:8]=2)[N:4]([CH3:18])[C:3]=1[CH2:19][OH:20]>CCOC(C)=O.[O-2].[Mn+4].[O-2]>[Br:1][C:2]1[N:6]=[C:5]([C:7]2[CH:12]=[CH:11][CH:10]=[C:9]([O:13][C:14]([F:17])([F:16])[F:15])[CH:8]=2)[N:4]([CH3:18])[C:3]=1[CH:19]=[O:20] |f:2.3.4|. Reported procedure: A solution of 2.80 g (8.0 mmol) of [5-bromo-3-methyl-2-(3-trifluoromethoxy-phenyl)-3H-imidazol-4-yl]-methanol in 120 ml of EtOAc was treated in small portions with 4.85 g (55.8 mmol) of manganese(IV) oxide; the reaction mixture was stirred at RT for 2 hours and at 50° C. for 5 hours, it was then cooled down to RT and filtered (with the aid of dicalite) and the solvents were evaporated to give 2.813 g (quant.) of the title compound as colorless oil. MS: 349.0 (MH+, 1Br).